Dataset: the Open Reaction Database (ORD), a public repository of structured organic reaction records. Task: describe an organic reaction: reactants, conditions, products, and yield Starting materials: NC1=CC=C(C=C1)C(F)(F)F (4-aminobenzotrifluoride), C(=O)(N1C=NC=C1)N1C=NC=C1 (1,1′-carbonyldiimidazole), [N+](=O)([O-])C=1N=C2OC3(CCN(CC3)C(CN3CCN(CC3)C(=O)OC(C)(C)C)=O)CN2C1 (Tert-butyl 4-[2-(2,3-dihydro-6-nitrospiro[imidazo[2,1-b]oxazole-2,4′-piperidine]-1′-yl)-2-oxoethyl]piperazine-1-carboxylate), FC(C(=O)O)(F)F (trifluoroacetic acid). The solvent is CN(C)C=O (DMF), C(Cl)Cl (methylene chloride), O (water). Reaction conditions: time 4 hour. The product is FC(C1=CC=C(C=C1)NC(=O)N1CCN(CC1)CC(=O)N1CCC2(CC1)CN1C(O2)=NC(=C1)[N+](=O)[O-])(F)F (4-[(2,3-dihydro-6-nitrospiro[imidazo[2,1-b]oxazole-2,4′-piperidin]-1′-yl)-2-oxoethyl]piperazine-1-carboxylic acid (4-trifluoromethylphenyl)amide). Isolated yield 59.1%. As a reaction SMILES: [N+:1]([C:4]1[N:5]=[C:6]2[N:31]([CH:32]=1)[CH2:30][C:8]1([CH2:13][CH2:12][N:11]([C:14](=[O:29])[CH2:15][N:16]3[CH2:21][CH2:20][N:19]([C:22](OC(C)(C)C)=[O:23])[CH2:18][CH2:17]3)[CH2:10][CH2:9]1)[O:7]2)([O-:3])=[O:2].FC(F)(F)C(O)=O.[NH2:40][C:41]1[CH:46]=[CH:45][C:44]([C:47]([F:50])([F:49])[F:48])=[CH:43][CH:42]=1.C(N1C=CN=C1)(N1C=CN=C1)=O>C(Cl)Cl.O.CN(C=O)C>[F:48][C:47]([F:49])([F:50])[C:44]1[CH:43]=[CH:42][C:41]([NH:40][C:22]([N:19]2[CH2:18][CH2:17][N:16]([CH2:15][C:14]([N:11]3[CH2:10][CH2:9][C:8]4([O:7][C:6]5=[N:5][C:4]([N+:1]([O-:3])=[O:2])=[CH:32][N:31]5[CH2:30]4)[CH2:13][CH2:12]3)=[O:29])[CH2:21][CH2:20]2)=[O:23])=[CH:46][CH:45]=1. Reported procedure: Tert-butyl 4-[2-(2,3-dihydro-6-nitrospiro[imidazo[2,1-b]oxazole-2,4′-piperidine]-1′-yl)-2-oxoethyl]piperazine-1-carboxylate prepared in Example 653 (300 mg, 0.67 mmol) was dissolved in methylene chloride (5 ml). To the solution, trifluoroacetic acid (10 ml) was added followed by stirring at room temperature for 4 hours. The reaction mixture was concentrated under reduced pressure. To the solution, methylene chloride (1 ml) and triethylamine (1 ml) were added followed by stirring at room temperat... Reactants: C(C)OC(CNC=O)=O (N-formylglycine ethyl ester), CN1C=NC=C1 (N-methylimidazole), C(CCC)N(CCCC)CCCC (tributylamine), C(CCCCCCCCCCCCCCC)(=O)Cl (palmitoyl chloride). The reagents and catalysts are [Ti](Cl)(Cl)(Cl)Cl (titanium tetrachloride). Run in C(Cl)Cl (methylene chloride), C(Cl)Cl (methylene chloride), C(Cl)Cl (methylene chloride), C(Cl)Cl (methylene chloride), O (water). Run at time 20 minute. Yields the product C(=O)NC(C(=O)OCC)C(CCCCCCCCCCCCCCC)=O (ethyl 2-formylamino-3-oxooctadecanoate). Isolated yield 0.1%. As a reaction SMILES: [CH2:1]([O:3][C:4](=[O:9])[CH2:5][NH:6][CH:7]=[O:8])[CH3:2].CN1C=CN=C1.[C:16](Cl)(=[O:32])[CH2:17][CH2:18][CH2:19][CH2:20][CH2:21][CH2:22][CH2:23][CH2:24][CH2:25][CH2:26][CH2:27][CH2:28][CH2:29][CH2:30][CH3:31].C(N(CCCC)CCCC)CCC>[Ti](Cl)(Cl)(Cl)Cl.O.C(Cl)Cl>[CH:7]([NH:6][CH:5]([C:16](=[O:32])[CH2:17][CH2:18][CH2:19][CH2:20][CH2:21][CH2:22][CH2:23][CH2:24][CH2:25][CH2:26][CH2:27][CH2:28][CH2:29][CH2:30][CH3:31])[C:4]([O:3][CH2:1][CH3:2])=[O:9])=[O:8]. Procedure details: A methylene chloride solution (100 ml) of N-formylglycine ethyl ester (1.31 g, 10 mmol) and N-methylimidazole (985.4 mg, 12 mmol) was cooled to −45° C., and a methylene chloride solution (10 ml) of palmitoyl chloride (2.85 mg, 10 mmol) was added thereto in nitrogen atmosphere. After the mixture was stirred for 20 minutes at the same temperature, a methylene chloride solution (10 ml) of titanium tetrachloride (6.78 mg, 35 mmol) and a methylene chloride solution (10 ml) of tributylamine (7.42 g, 4... The reactants are Example 1 ( 1 ), COC=1C=C(CCCl)C=CC1OC (3,4-dimethoxyphenethyl chloride), CS(=O)(=O)NC1=CC=C(C=C1)SC1CCN(CC1)CCC=1C=NC=CC1 (4-(4-methylsulfonylaminophenylthio)-1-[2-(3-pyridyl)ethyl]piperidine), Cl.N1=CC(=CC=C1)CCCl (2-(3-pyridyl)ethyl chloride hydrochloride). The product is COC=1C=C(C=CC1OC)CCN1CCC(CC1)SC1=CC=C(C=C1)NS(=O)(=O)C (1-[2-(3,4-Dimethoxyphenyl)ethyl]-4-(4-methylsulfonylaminophenylthio)piperidine). Reaction SMILES: [CH3:1][S:2]([NH:5][C:6]1[CH:11]=[CH:10][C:9]([S:12][CH:13]2[CH2:18][CH2:17][N:16](CCC3C=NC=CC=3)[CH2:15][CH2:14]2)=[CH:8][CH:7]=1)(=[O:4])=[O:3].Cl.N1C=CC=C(CCCl)C=1.[CH3:37][O:38][C:39]1[CH:40]=[C:41]([CH:45]=[CH:46][C:47]=1[O:48][CH3:49])[CH2:42][CH2:43]Cl>>[CH3:37][O:38][C:39]1[CH:40]=[C:41]([CH2:42][CH2:43][N:16]2[CH2:17][CH2:18][CH:13]([S:12][C:9]3[CH:8]=[CH:7][C:6]([NH:5][S:2]([CH3:1])(=[O:3])=[O:4])=[CH:11][CH:10]=3)[CH2:14][CH2:15]2)[CH:45]=[CH:46][C:47]=1[O:48][CH3:49] |f:1.2|. Reported procedure: The same procedure as that of Example 1 (1) to (8) was repeated except that 2-(3-pyridyl)ethyl chloride hydrochloride was replaced with 3,4-dimethoxyphenethyl chloride to prepare the intended compound. The reactants are ( w ), ( m ), ( m ), ( w ), ( w ), ( m ), ( s ), ( m ), ( s ), C15H21N3O, ( s ), ( m ), ( s ), ( w ), ( w ), ( m ), ( m ), ( w ), ( s ), C(C)N1C2=C(N(C3CCCCC13)CC)C=NC=C2 (5,10-Diethyl-5,5a,6,7,8,9,9a,10-octahydropyrido[3,4-b]quinoxaline), C(C)(=O)N1C2=C(N(CC1)C(C)=O)C=CN=C2 (1-(4-Acetyl-3,4-dihydro-2H-pyrido[3,4-b]pyrazin-1-yl)ethanone), ( 9 ), ( 79 ), ( 40 ), ( 4 ), N1=C2C(=NC=C1)C=NC=C2 (Pyrido[3,4-b]pyrazine), ( 3 ), N1=C2C(=NC=C1)C=NC=C2 (Pyrido[3,4-b]pyrazine), ( 4 ), CN1C2=C(N(CC1)C)C=NC=C2 (1,4-Dimethy-1,2,3,4-tetrahydropyrido[3,4-b]pyrazine), ( 31 ), ( 4 ), ( 3 ), C(C)N1C2=C(N(C3CCCCC13)CC)C=NC=C2 (5,10-Diethyl-5,5a,6,7,8,9,9a,10-octahydropyrido[3,4-b]quinoxaline), ( 4 ), CN1C2=C(N(CC1)C)C=NC=C2 (1,4-Dimethy-1,2,3,4-tetrahydropyrido[3,4-b]pyrazine), ( 5 ), ( 4 ), ( 5 ), CN1C2=C(N(CC1)C)C=NC=C2 (1,4-Dimethy-1,2,3,4-tetrahydropyrido[3,4-b]pyrazine), ( 3 ), ( 4 ), ( 12 ), CN1C2=C(N(CC1)C)C=NC=C2 (1,4-Dimethy-1,2,3,4-tetrahydropyrido[3,4-b]pyrazine), ( 3 ), ( s ). Run in CCOC(=O)C.CCN(CC)CC (EtOAc NEt3). Yields the product C(C)N1C2=C(N(C3CCCCC13)C(C)=O)C=NC=C2 (1-(5-Ethyl-5a,6,7,8,9,9a-hexahydro-5H-pyrido[3,4-b]quinoxalin-10-yl)ethanone). Reaction SMILES: [CH2:1]([N:3]1[CH:12]2[CH:7]([CH2:8][CH2:9][CH2:10][CH2:11]2)[N:6]([CH2:13][CH3:14])[C:5]2[CH:15]=[N:16][CH:17]=[CH:18][C:4]1=2)[CH3:2].C(N1CCN(C(=O)C)C2C=CN=CC1=2)(=[O:21])C.N1C=CN=C2C=NC=CC=12.CN1CCN(C)C2C=NC=CC1=2>CCOC(C)=O.CCN(CC)CC>[CH2:1]([N:3]1[CH:12]2[CH:7]([CH2:8][CH2:9][CH2:10][CH2:11]2)[N:6]([C:13](=[O:21])[CH3:14])[C:5]2[CH:15]=[N:16][CH:17]=[CH:18][C:4]1=2)[CH3:2] |f:4.5|. Procedure: 29 (0.250 g, 1.15 mmol) and 10 ml of THF were placed in a 100 ml Schlenk flask. The solution was cooled to −78° C., 0.51 ml of n-BuLi (1.27 mmol, 1.1 eq; 2.5 M in hexane) were added and the reaction solution was stirred without cooling for 30 minutes. After 30 minutes, the reaction solution was cooled back down to −78° C. and 0.09 ml (0.109 g, 1.4 mmol, ρ=1.1051 g/ml) of acetyl chloride were added, the cooling bath was removed and the mixture was stirred without cooling for 1 hour. The reaction ... Reactants: COC1=CC=C(C=C1)O (4-methoxyphenol). The reagents and catalysts are [Pt]=O (platinum oxide). Run in C(C)(=O)O (acetic acid). Run at temperature 50 celsius. Product: COC1CCC(CC1)O (4-methoxycyclohexanol). Reaction SMILES: [CH3:1][O:2][C:3]1[CH:8]=[CH:7][C:6]([OH:9])=[CH:5][CH:4]=1>C(O)(=O)C.[Pt]=O>[CH3:1][O:2][CH:3]1[CH2:8][CH2:7][CH:6]([OH:9])[CH2:5][CH2:4]1. Procedure details: A mixture of 4-methoxyphenol (0.10 g, 0.806 mmol) in acetic acid (10 mL) was added to platinum oxide (0.020 g, 0.088 mmol) in a 50 mL pressure bottle and heated at 50° C. under hydrogen at 30 psi for 1 hour. The solid was removed by filtration, and the filtrate was concentrated to provide the title compound. Reactants: COCCOCOC=1C=C(C=CC1)CO ([3-(2-Methoxy-ethoxymethoxy)-phenyl]-methanol), [H-].[Na+] (NaH), Cl.N1=C(C=CC=C1)CCl (2-picolyl chloride hydrochloride), CN1CCCN(C1=O)C (DMPU). The solvent is C1CCOC1 (THF), CCOC(=O)C (EtOAc). Run at time 10 minute. Yields the product COCCOCOC=1C=C(COCC2=NC=CC=C2)C=CC1 (2-[3-(2-Methoxy-ethoxymethoxy)-benzyloxymethyl]-pyridine). RXN SMILES: [CH3:1][O:2][CH2:3][CH2:4][O:5][CH2:6][O:7][C:8]1[CH:9]=[C:10]([CH2:14][OH:15])[CH:11]=[CH:12][CH:13]=1.[H-].[Na+].Cl.[N:19]1[CH:24]=[CH:23][CH:22]=[CH:21][C:20]=1[CH2:25]Cl.CN1C(=O)N(C)CCC1>C1COCC1.CCOC(C)=O>[CH3:1][O:2][CH2:3][CH2:4][O:5][CH2:6][O:7][C:8]1[CH:9]=[C:10]([CH:11]=[CH:12][CH:13]=1)[CH2:14][O:15][CH2:25][C:20]1[CH:21]=[CH:22][CH:23]=[CH:24][N:19]=1 |f:1.2,3.4|. Procedure details: To a cooled solution (0° C.) of [3-(2-methoxy-ethoxymethoxy)-phenyl]-methanol (212 mg, 1 mmol, example 72) in THF (3 mL) is added 60% NaH (80 mg, 2 mmol) and the mixture stirred 10 min. Added 2-picolyl chloride hydrochloride (164 mg, 1 mmol) and DMPU (0.8 mL), removed cold bath and let reaction mixture stir for 2 hrs. Quenched reaction with sat NH4Cl soln. and diluted with EtOAc. The organic layer is washed with brine, dried over MgSO4 and concentrated. The residue is purified by flash chromatog...